The task is: describe an organic reaction: reactants, conditions, products, and yield. This data is from the Open Reaction Database (ORD), a public repository of structured organic reaction records. Reactants: OC1=C(C2=C(C(/C(/O2)=C/C2=CNC3=NC(=CC=C32)C)=O)C=C1)CN1CCN(CC1)C(=O)OC(C)(C)C (tert-butyl (Z)-4-({6-hydroxy-2-[(6-methyl-1H-pyrrolo[2,3-b]pyridin-3-yl)methylene]-3-oxo-2,3-dihydrobenzofuran-7-yl}methyl)piperazine-1-carboxylate), solution, Cl (hydrogen chloride). Solvent: C(Cl)Cl (methylene chloride), O1CCOCC1 (1,4-dioxane). Reaction conditions: time 2 hour. The product is Cl.Cl.Cl.OC1=C(C2=C(C(/C(/O2)=C/C2=CNC3=NC(=CC=C32)C)=O)C=C1)CN1CCNCC1 ((Z)-6-hydroxy-2-[(6-methyl-1H-pyrrolo[2,3-b]pyridin-3-yl)methylene]-7-(piperazin-1-ylmethyl)benzofuran-3(2H)-one trihydrochloride). Yield: 77.0%. As a reaction SMILES: [OH:1][C:2]1[CH:22]=[CH:21][C:5]2[C:6](=[O:20])/[C:7](=[CH:9]/[C:10]3[C:18]4[C:13](=[N:14][C:15]([CH3:19])=[CH:16][CH:17]=4)[NH:12][CH:11]=3)/[O:8][C:4]=2[C:3]=1[CH2:23][N:24]1[CH2:29][CH2:28][N:27](C(OC(C)(C)C)=O)[CH2:26][CH2:25]1.[ClH:37]>C(Cl)Cl.O1CCOCC1>[ClH:37].[ClH:37].[ClH:37].[OH:1][C:2]1[CH:22]=[CH:21][C:5]2[C:6](=[O:20])/[C:7](=[CH:9]/[C:10]3[C:18]4[C:13](=[N:14][C:15]([CH3:19])=[CH:16][CH:17]=4)[NH:12][CH:11]=3)/[O:8][C:4]=2[C:3]=1[CH2:23][N:24]1[CH2:25][CH2:26][NH:27][CH2:28][CH2:29]1 |f:4.5.6.7|. Procedure details: A solution of tert-butyl (Z)-4-({6-hydroxy-2-[(6-methyl-1H-pyrrolo[2,3-b]pyridin-3-yl)methylene]-3-oxo-2,3-dihydrobenzofuran-7-yl}methyl)piperazine-1-carboxylate (0.023 g, 0.047 mmol) in methylene chloride (2.0 mL) was added with a 4 M solution of hydrogen chloride in 1,4-dioxane (2.0 mL), and then the mixture was stirred at room temperature for 2 hours. The mixture was azeotroped twice with toluene under reduced pressure, and then the residual solid was suspended in a mixed solvent of methylene...